Dataset: the Open Reaction Database (ORD), a public repository of structured organic reaction records. Task: describe an organic reaction: reactants, conditions, products, and yield Starting materials: C(#N)CC(CN1C(CN(CC1)C(=O)C1=C(C=C(C#N)C=C1)F)CO)N1N=CC(=C1)C=1C2=C(N=CN1)N(C=C2)COCC[Si](C)(C)C (4-{[4-{3-cyano-2-[4-(7-{[2-(trimethylsilyl)ethoxy]methyl}-7H-pyrrolo[2,3-d]pyrimidin-4-yl)-1H-pyrazol-1-yl]propyl}-3-(hydroxymethyl)piperazin-1-yl]carbonyl}-3-fluorobenzonitrile), C(=O)(C(F)(F)F)O (TFA), C(CN)N (ethylenediamine). Solvent: C(Cl)Cl (DCM). Conditions: time 30 minute. The product is FC(C(=O)O)(F)F.FC(C(=O)O)(F)F.FC1=C(C(=O)N2CCN(CCC2)CC(CC#N)N2N=CC(=C2)C=2C3=C(N=CN2)NC=C3)C=CC(=C1)O (4-[4-(2-fluoro-4-hydroxybenzoyl)-1,4-diazepan-1-yl]-3-[4-(7H-pyrrolo[2,3-d]pyrimidin-4-yl)-1H-pyrazol-1-yl]butanenitrile bis(trifluoroacetate)). Isolated yield 60.0%. As a reaction SMILES: [C:1]([CH2:3][CH:4]([N:25]1[CH:29]=[C:28]([C:30]2[C:31]3[CH:38]=[CH:37][N:36](COCC[Si](C)(C)C)[C:32]=3[N:33]=[CH:34][N:35]=2)[CH:27]=[N:26]1)[CH2:5][N:6]1[CH2:11][CH2:10][N:9]([C:12]([C:14]2[CH:21]=[CH:20][C:17](C#N)=[CH:16][C:15]=2[F:22])=[O:13])[CH2:8][CH:7]1[CH2:23]O)#[N:2].[C:47]([OH:53])([C:49]([F:52])([F:51])[F:50])=[O:48].C(N)CN>C(Cl)Cl>[F:50][C:49]([F:52])([F:51])[C:47]([OH:53])=[O:48].[F:50][C:49]([F:52])([F:51])[C:47]([OH:53])=[O:48].[F:22][C:15]1[CH:16]=[C:17]([OH:48])[CH:20]=[CH:21][C:14]=1[C:12]([N:9]1[CH2:8][CH2:7][CH2:23][N:6]([CH2:5][CH:4]([N:25]2[CH:29]=[C:28]([C:30]3[C:31]4[CH:38]=[CH:37][NH:36][C:32]=4[N:33]=[CH:34][N:35]=3)[CH:27]=[N:26]2)[CH2:3][C:1]#[N:2])[CH2:11][CH2:10]1)=[O:13] |f:4.5.6|. Procedure details: 4-{[4-{3-cyano-2-[4-(7-{[2-(trimethylsilyl)ethoxy]methyl}-7H-pyrrolo[2,3-d]pyrimidin-4-yl)-1H-pyrazol-1-yl]propyl}-3-(hydroxymethyl)piperazin-1-yl]carbonyl}-3-fluorobenzonitrile (9 mg, 0.01 mmol; peak 1 from Step 5) was stirred in a solution of 1:1 TFA:DCM (2 mL) for 1 h. Solvents were removed in vacuo. The residue was dissolved in methanol (1.0 mL), and ethylenediamine (0.050 mL, 0.75 mmol) was added. After 30 min, the product was purified via preparative HPLC-MS (C18, eluting first with a grad... Reactants: CCCCc1nc2c(C)cc(NC(=O)C(C)C)cc2n1Cc1ccc(-c2ccccc2C(=O)OC(C)(C)C)cc1, ClCCl, O=C(O)C(F)(F)F. Yields the product CCCCc1nc2c(C)cc(NC(=O)C(C)C)cc2n1Cc1ccc(-c2ccccc2C(=O)O)cc1. Reaction SMILES: [CH2:1]([CH2:2][CH2:3][CH3:4])[c:5]1[n:6][c:7]2[c:8]([n:9]1[CH2:10][c:11]1[cH:12][cH:13][c:14](-[c:17]3[c:18]([C:23](=[O:24])[O:25][C:26]([CH3:27])([CH3:28])[CH3:29])[cH:19][cH:20][cH:21][cH:22]3)[cH:15][cH:16]1)[cH:30][c:31]([NH:35][C:36](=[O:37])[CH:38]([CH3:39])[CH3:40])[cH:32][c:33]2[CH3:34].[CH2:48]([Cl:49])[Cl:50].[OH:41][C:42]([C:43]([F:44])([F:45])[F:46])=[O:47]>>[CH2:1]([CH2:2][CH2:3][CH3:4])[c:5]1[n:6][c:7]2[c:8]([n:9]1[CH2:10][c:11]1[cH:12][cH:13][c:14](-[c:17]3[c:18]([C:23](=[O:24])[OH:25])[cH:19][cH:20][cH:21][cH:22]3)[cH:15][cH:16]1)[cH:30][c:31]([NH:35][C:36](=[O:37])[CH:38]([CH3:39])[CH3:40])[cH:32][c:33]2[CH3:34]. Starting materials: ClCCOC=1C=C2C(C(NC2=CC1)=O)(C)C (5-(2-Chloroethoxy)-3,3-dimethyl-2,3-dihydroindol-2-one), N1=C(C=CC2=CC=CC=C12)CN1CCNCC1 (N--(2-quinolylmethyl)piperazine). The solvent is C(Cl)(Cl)Cl (chloroform). Reaction conditions: temperature 150 celsius, time 3 hour. Yields the product CC1(C(NC2=CC=C(C=C12)OCCN1CCN(CC1)CC1=NC2=CC=CC=C2C=C1)=O)C (3,3-dimethyl-5-{2-[4-(2-quinolylmethyl)-1-piperazinyl]ethoxy}-2,3-dihydro-1H-indol-2-one), powder. Isolated yield 73.0%. As a reaction SMILES: Cl[CH2:2][CH2:3][O:4][C:5]1[CH:6]=[C:7]2[C:11](=[CH:12][CH:13]=1)[NH:10][C:9](=[O:14])[C:8]2([CH3:16])[CH3:15].[N:17]1[C:26]2[C:21](=[CH:22][CH:23]=[CH:24][CH:25]=2)[CH:20]=[CH:19][C:18]=1[CH2:27][N:28]1[CH2:33][CH2:32][NH:31][CH2:30][CH2:29]1>C(Cl)(Cl)Cl>[CH3:15][C:8]1([CH3:16])[C:7]2[C:11](=[CH:12][CH:13]=[C:5]([O:4][CH2:3][CH2:2][N:31]3[CH2:32][CH2:33][N:28]([CH2:27][C:18]4[CH:19]=[CH:20][C:21]5[C:26](=[CH:25][CH:24]=[CH:23][CH:22]=5)[N:17]=4)[CH2:29][CH2:30]3)[CH:6]=2)[NH:10][C:9]1=[O:14]. Procedure: 5-(2-Chloroethoxy)-3,3-dimethyl-2,3-dihydroindol-2-one (182 mg, 3.0 mmol) and N--(2-quinolylmethyl)piperazine (690 mg, 3.0 mmol) were mixed, followed by stirring at 150° C. for 3 hours under an argon gas stream. The resulting mixture was allowed to cool down, and was then dissolved in chloroform. The thus-obtained solution was washed with water and then dried over anhydrous sodium sulfate. After the solution was concentrated under reduced pressure, the residue was purified by chromatography on a... Product: CCCn1c(CCOc2ccc(CC(C)(Oc3ccccc3)C(=O)O)cc2)cn(Cc2ccc(C)cc2)c1=O. As a reaction SMILES: [CH2:1]([CH3:2])[O:3][C:4]([C:5]([CH2:6][c:7]1[cH:8][cH:9][c:10]([O:13][CH2:14][CH2:15][c:16]2[n:17]([CH2:30][CH2:31][CH3:32])[c:18](=[O:29])[n:19]([CH2:21][c:22]3[cH:23][cH:24][c:25]([CH3:28])[cH:26][cH:27]3)[cH:20]2)[cH:11][cH:12]1)([O:33][c:34]1[cH:35][cH:36][cH:37][cH:38][cH:39]1)[CH3:40])=[O:41].[CH3:45][CH2:46][OH:47].[ClH:44].[Na+:43].[OH-:42]>>[O:3]=[C:4]([C:5]([CH2:6][c:7]1[cH:8][cH:9][c:10]([O:13][CH2:14][CH2:15][c:16]2[n:17]([CH2:30][CH2:31][CH3:32])[c:18](=[O:29])[n:19]([CH2:21][c:22]3[cH:23][cH:24][c:25]([CH3:28])[cH:26][cH:27]3)[cH:20]2)[cH:11][cH:12]1)([O:33][c:34]1[cH:35][cH:36][cH:37][cH:38][cH:39]1)[CH3:40])[OH:41]. The reactants are CCCn1c(CCOc2ccc(CC(C)(Oc3ccccc3)C(=O)OCC)cc2)cn(Cc2ccc(C)cc2)c1=O, CCO, Cl, [Na+], [OH-]. The reactants are ClC1=CC=C(C=C1)C1C(N=C(N1)C1=C(C=C(C=C1)OC)OCC)CC(C)C (5-(4-Chloro-phenyl)-2-(2-ethoxy-4-methoxy-phenyl)-4-isobutyl-4,5-dihydro-1H-imidazole), ClC1=CC=C(C=C1)C1C(N=C(N1C(=O)N1CCN(CC1)C)C1=C(C=C(C=C1)OC)OCC)CC1CCCC1 ([5-(4-chloro-phenyl)-4-cyclopentylmethyl-2-(2-ethoxy-4-methoxy-phenyl)-4,5-dihydro-imidazol-1-yl]-(4-methyl-piperazin-1-yl)-methanone). Yields the product ClC1=CC=C(C=C1)C1C(N=C(N1C(=O)N1CCN(CC1)C(C)=O)C1=C(C=C(C=C1)OC)OCC)CC(C)C (1-{4-[5-(4-Chloro-phenyl)-2-(2-ethoxy-4-methoxy-phenyl)-4-isobutyl-4,5-dihydro-imidazole-1-carbonyl]-piperazin-1-yl}-ethanone). As a reaction SMILES: ClC1C=CC(C2NC(C3C=C[C:16]([O:19]C)=[CH:15]C=3OCC)=NC2CC(C)C)=CC=1.[Cl:28][C:29]1[CH:34]=[CH:33][C:32]([CH:35]2[N:39]([C:40]([N:42]3[CH2:47][CH2:46][N:45](C)[CH2:44][CH2:43]3)=[O:41])[C:38]([C:49]3[CH:54]=[CH:53][C:52]([O:55][CH3:56])=[CH:51][C:50]=3[O:57][CH2:58][CH3:59])=[N:37][CH:36]2[CH2:60][CH:61]2[CH2:65]CC[CH2:62]2)=[CH:31][CH:30]=1>>[Cl:28][C:29]1[CH:34]=[CH:33][C:32]([CH:35]2[N:39]([C:40]([N:42]3[CH2:43][CH2:44][N:45]([C:16](=[O:19])[CH3:15])[CH2:46][CH2:47]3)=[O:41])[C:38]([C:49]3[CH:54]=[CH:53][C:52]([O:55][CH3:56])=[CH:51][C:50]=3[O:57][CH2:58][CH3:59])=[N:37][CH:36]2[CH2:60][CH:61]([CH3:62])[CH3:65])=[CH:31][CH:30]=1. Reported procedure: 1-{4-[5-(4-Chloro-phenyl)-2-(2-ethoxy-4-methoxy-phenyl)-4-isobutyl-4,5-dihydro-imidazole-1-carbonyl]-piperazin-1-yl}-ethanone was prepared from 5-(4-chloro-phenyl)-2-(2-ethoxy-4-methoxy-phenyl)-4-isobutyl-4,5-dihydro-1H-imidazole (Example 10) in an analogous manner as described for the preparation of [5-(4-chloro-phenyl)-4-cyclopentylmethyl-2-(2-ethoxy-4-methoxy-phenyl)-4,5-dihydro-imidazol-1-yl]-(4-methyl-piperazin-1-yl)-methanone (Example 24). HR-MS (ES, m/z) observed 541.2580, calculated for ... Starting materials: C1(CCCO1)=O (gamma-butyrolactone), COC1=CC=C(C=C1)O (4-Methoxyphenol), CC[O-].[Na+] (NaOC2H5), Na. Run in C(C)O (ethanol). Run at temperature 155 celsius, time 5 minute. The product is COC1=CC=C(OCCCC(=O)O)C=C1 (4-(4-Methoxyphenoxy)butyric Acid). As a reaction SMILES: [CH3:1][O:2][C:3]1[CH:8]=[CH:7][C:6]([OH:9])=[CH:5][CH:4]=1.CC[O-].[Na+].[C:14]1(=[O:19])[O:18][CH2:17][CH2:16][CH2:15]1>C(O)C>[CH3:1][O:2][C:3]1[CH:8]=[CH:7][C:6]([O:9][CH2:17][CH2:16][CH2:15][C:14]([OH:19])=[O:18])=[CH:5][CH:4]=1 |f:1.2|. Reported procedure: 4-Methoxyphenol was added to a solution of NaOC2H5 made by dissolving 2.3 g of Na in 50 ml ethanol. After 5 minutes, gamma-butyrolactone was added and the mixture heated at reflux overnight. Ethanol was distilled off and the residue heated at 155° C. overnight, then cooled, diluted with water and acidified to pH 3 with dilute hydrochloric acid. The product was collected by filtration, 19.5 g, m.p. 103°-104° C. Starting materials: OCCCBr, O=C([O-])[O-], CC(C)=O, Cn1nc(C2CCNCC2)c2ccc(F)cc21, [K+], [K+]. Product: Cn1nc(C2CCN(CCCO)CC2)c2ccc(F)cc21. Reaction SMILES: [Br:24][CH2:25][CH2:26][CH2:27][OH:28].[C:18](=[O:19])([O-:20])[O-:21].[CH3:29][C:30](=[O:31])[CH3:32].[F:1][c:2]1[cH:3][cH:4][c:5]2[c:6]([CH:12]3[CH2:13][CH2:14][NH:15][CH2:16][CH2:17]3)[n:7][n:8]([CH3:11])[c:9]2[cH:10]1.[K+:22].[K+:23]>>[F:1][c:2]1[cH:3][cH:4][c:5]2[c:6]([CH:12]3[CH2:13][CH2:14][N:15]([CH2:25][CH2:26][CH2:27][OH:28])[CH2:16][CH2:17]3)[n:7][n:8]([CH3:11])[c:9]2[cH:10]1. Reactants: C1C(C)S1 (propylene sulphide), CN1CCNCC1 (N-methylpiperazine). Yields the product SC(CN1CCN(CC1)C)C (1-(2-mercaptopropyl)-4-methylpiperazine), oil. As a reaction SMILES: [CH2:1]1[S:4][CH:2]1[CH3:3].[CH3:5][N:6]1[CH2:11][CH2:10][NH:9][CH2:8][CH2:7]1>>[SH:4][CH:2]([CH3:3])[CH2:1][N:9]1[CH2:10][CH2:11][N:6]([CH3:5])[CH2:7][CH2:8]1. Procedure: The 1-(2-mercaptopropyl)-4-methylpiperazine is prepared by heating a mixture of propylene sulphide (19 cc) and N-methylpiperazine (29 cc) at 100° C. for 16 hours. This gives a colourless oil (32 g) distilling at 105° C. under 1.3 kPa. Reactants: Br, Br, CO, Sc1nc2ccccc2[nH]1. RXN SMILES: [Br:12].[BrH:1].[CH3:13][OH:14].[SH:2][c:3]1[nH:4][c:5]2[c:6]([n:7]1)[cH:8][cH:9][cH:10][cH:11]2>>[Br:1][c:3]1[nH:4][c:5]2[c:6]([n:7]1)[cH:8][cH:9][cH:10][cH:11]2. The product is Brc1nc2ccccc2[nH]1.